describe an organic reaction: reactants, conditions, products, and yield From a dataset of the Open Reaction Database (ORD), a public repository of structured organic reaction records. The reactants are CC(C(=O)OC1=C(C(=O)O)C=CC=C1)(C)C (2-(2,2-dimethylpropionyl-oxy)benzoic acid), S(=O)(Cl)Cl (thionyl chloride). The reagents and catalysts are N1=CC=CC=C1 (pyridine). Solvent: ClCCl (dichloromethane). Run at time 18 hour. Yields the product CC(C(=O)OC1=C(C=CC=C1)C(=O)Cl)(C)C (2-(chlorocarbonyl)phenyl 2,2-dimethylpropanoate). Isolated yield 104.6%. RXN SMILES: [CH3:1][C:2]([CH3:16])([CH3:15])[C:3]([O:5][C:6]1[CH:14]=[CH:13][CH:12]=[CH:11][C:7]=1[C:8](O)=[O:9])=[O:4].S(Cl)([Cl:19])=O>ClCCl.N1C=CC=CC=1>[CH3:1][C:2]([CH3:16])([CH3:15])[C:3]([O:5][C:6]1[CH:14]=[CH:13][CH:12]=[CH:11][C:7]=1[C:8]([Cl:19])=[O:9])=[O:4]. Reported procedure: 6 g (27 mmol) of 2-(2,2-dimethylpropionyl-oxy)benzoic acid are dissolved in 60 ml of dichloromethane with a few drops of pyridine. 2.4 ml (32 mmol) of thionyl chloride are added dropwise and the mixture is stirred at ambient temperature for 18 h and then concentrated to dryness. 6.8 g of 2-(chlorocarbonyl)phenyl 2,2-dimethylpropanoate are obtained in a quantitative yield. Reactants: Cc1ccc(O)c(C)c1, COCCOCCOC, COc1cc2nccc(Cl)c2cc1OC, [Na+], [OH-]. Yields the product COc1cc2nccc(Oc3ccc(C)cc3C)c2cc1OC. As a reaction SMILES: [CH3:16][c:17]1[c:18]([OH:24])[cH:19][cH:20][c:21]([CH3:23])[cH:22]1.[CH3:27][O:28][CH2:29][CH2:30][O:31][CH2:32][CH2:33][O:34][CH3:35].[Cl:1][c:2]1[cH:3][cH:4][n:5][c:6]2[cH:7][c:8]([O:14][CH3:15])[c:9]([O:12][CH3:13])[cH:10][c:11]12.[Na+:26].[OH-:25]>>[c:2]1([O:24][c:18]2[c:17]([CH3:16])[cH:22][c:21]([CH3:23])[cH:20][cH:19]2)[cH:3][cH:4][n:5][c:6]2[cH:7][c:8]([O:14][CH3:15])[c:9]([O:12][CH3:13])[cH:10][c:11]12. Starting materials: C1COC2(CCC3(CC3)CC2)O1, C1CCOC1, O=C(O)C(F)(F)F, [Na+], [Na+], O=C([O-])O, [OH-], O. Yields the product O=C1CCC2(CC1)CC2. Reaction SMILES: [CH2:1]1[CH2:2][C:3]12[CH2:4][CH2:5][C:6]1([O:7][CH2:10][CH2:9][O:8]1)[CH2:11][CH2:12]2.[CH2:20]1[O:21][CH2:22][CH2:23][CH2:24]1.[F:26][C:27]([F:28])([F:29])[C:30]([OH:31])=[O:32].[Na+:14].[Na+:19].[O-:15][C:16]([OH:17])=[O:18].[OH-:13].[OH2:25]>>[CH2:1]1[CH2:2][C:3]12[CH2:4][CH2:5][C:6](=[O:7])[CH2:11][CH2:12]2. Starting materials: CC1=NC=2N(C(=C1)C)N=C(N2)S (5,7-dimethyl-[1,2,4]-triazolo[1,5-a]pyrimidine-2-thiol), C1=CC=C(C=C1)OCCBr (b-bromophenetole). Yields the product CC1=NC=2N(C(=C1)C)N=C(N2)SCCOC2=CC=CC=C2 (5,7-dimethyl-2-[(2-phenoxyethyl)sulfanyl]-[1,2,4]-triazolo[1,5-a]pyrimidine). Yield: 65.0%. As a reaction SMILES: [CH3:1][C:2]1[CH:7]=[C:6]([CH3:8])[N:5]2[N:9]=[C:10]([SH:12])[N:11]=[C:4]2[N:3]=1.[CH:13]1[CH:18]=[CH:17][C:16]([O:19][CH2:20][CH2:21]Br)=[CH:15][CH:14]=1>>[CH3:1][C:2]1[CH:7]=[C:6]([CH3:8])[N:5]2[N:9]=[C:10]([S:12][CH2:21][CH2:20][O:19][C:16]3[CH:17]=[CH:18][CH:13]=[CH:14][CH:15]=3)[N:11]=[C:4]2[N:3]=1. Reported procedure: The title compound was prepared according to the experimentals described for Example 1 above from 5,7-dimethyl-[1,2,4]-triazolo[1,5-a]pyrimidine-2-thiol and b-bromophenetole in 65% yield; EM (calc.): 300.1; MS (ESI) m/e: 301.1 (M+H)+. Reactants: 142D, Cl (HCl), CN(C)C=O (DMF), N1(CCCCC1)C1=CC=C(C=C1)/C(=C/C(=O)O)/C ((2E)-3-[4-(1-piperidinyl)phenyl]-2-butenoic acid), N (NH3). The product is C1=NC=CC2=C(C=CC=C12)NC(\C=C(/C)\C1=CC=C(C=C1)N1CCCCC1)=O ((2E)-N-5-isoquinolinyl-3-[4-(1-piperidinyl)phenyl]-2-butenamide). As a reaction SMILES: [N:1]1([C:7]2[CH:12]=[CH:11][C:10](/[C:13](/[CH3:18])=[CH:14]/[C:15]([OH:17])=O)=[CH:9][CH:8]=2)[CH2:6][CH2:5][CH2:4][CH2:3][CH2:2]1.[NH3:19].Cl.[CH3:21][N:22]([CH:24]=O)C>>[CH:21]1[C:11]2[C:10](=[C:9]([NH:19][C:15](=[O:17])/[CH:14]=[C:13](/[C:10]3[CH:9]=[CH:8][C:7]([N:1]4[CH2:2][CH2:3][CH2:4][CH2:5][CH2:6]4)=[CH:12][CH:11]=3)\[CH3:18])[CH:8]=[CH:7][CH:12]=2)[CH:13]=[CH:24][N:22]=1. Reported procedure: The title compound was prepared using the procedure described in 142D using the product from Example 147A instead of the product from Example 142C. 1H NMR (300 MHz, d6-DMSO) 10.50 (s, 1H), 9.82 (s, 1H), 8.71 (d, 1H), 8.58 (d, 1H), 8.47 (d, 1H), 8.26 (d, 1H), 7.95 (m, 2H), 7.62 (m, 2H), 6.80 (s, 1H), 3.20 (m, 4H), 2.58 (s, 3H), 1.90-1.56 (m, 6H); MS (DCI/NH3) m/e 372 (M+H)+; Anal. Calcd. For C24H25N3O.2.0 HCl.2.0H2O.0.3 DMF: C, 59.24; H, 6.69; N, 9.27. Found: C, 59.44; H, 6.83; N, 9.24. Starting materials: CO, CCC(CC(=O)CCl)c1ccc(C(=O)OC)cc1, [N-]=[N+]=[N-], [Na+]. Product: CCC(CC(=O)CN=[N+]=[N-])c1ccc(C(=O)OC)cc1. Reaction SMILES: [CH3:23][OH:24].[Cl:1][CH2:2][C:3]([CH2:4][CH:5]([CH2:6][CH3:7])[c:8]1[cH:9][cH:10][c:11]([C:14](=[O:15])[O:16][CH3:17])[cH:12][cH:13]1)=[O:18].[N-:19]=[N+:20]=[N-:21].[Na+:22]>>[CH2:2]([C:3]([CH2:4][CH:5]([CH2:6][CH3:7])[c:8]1[cH:9][cH:10][c:11]([C:14](=[O:15])[O:16][CH3:17])[cH:12][cH:13]1)=[O:18])[N:19]=[N+:20]=[N-:21].